From a dataset of the Open Reaction Database (ORD), a public repository of structured organic reaction records. describe an organic reaction: reactants, conditions, products, and yield Starting materials: C(C)(=O)OCC(C)Br (2-bromopropyl acetate), C(C)(=O)OCCBr (2-bromoethyl acetate), OC=1C=CC=C2C=CC=NC12 (8-hydroxyquinoline). The product is C(C)(=O)OCCCOC=1C=CC=C2C=CC=NC12 (3-(quinolin-8-yloxy)propyl acetate). As a reaction SMILES: [C:1]([O:4][CH2:5][CH:6](Br)[CH3:7])(=[O:3])[CH3:2].C(OCCBr)(=O)C.[OH:16][C:17]1[CH:18]=[CH:19][CH:20]=[C:21]2[C:26]=1[N:25]=[CH:24][CH:23]=[CH:22]2>>[C:1]([O:4][CH2:5][CH2:6][CH2:7][O:16][C:17]1[CH:18]=[CH:19][CH:20]=[C:21]2[C:26]=1[N:25]=[CH:24][CH:23]=[CH:22]2)(=[O:3])[CH3:2]. Procedure details: 3-(Quinolin-8-yloxy)propyl acetate (44A) was prepared following a similar procedure as that described in example 39, except 2-bromopropyl acetate for 2-bromoethyl acetate and 8-hydroxyquinoline was used instead of 3-(dimethylamino)phenol in step 1 of example 39. The reactants are [H-].[H-].[H-].[H-].[Li+].[Al+3] (LiAlH4), C(C)(=O)NC1C(C2=CC=CC(=C2C1)OCSC)=O (2-acetylamino-4-(methylthiomethoxy)-1-indanone), [O-]S(=O)(=O)[O-].[Na+].[Na+] (Na2SO4). Run in C1CCOC1 (THF), C1CCOC1 (THF). The product is C(C)N[C@H]1[C@@H](C2=CC=CC(=C2C1)OCSC)O (trans-2-ethylamino-4-(methylthiomethoxy)-1-indanol). Reaction SMILES: [C:1]([NH:4][CH:5]1[CH2:13][C:12]2[C:7](=[CH:8][CH:9]=[CH:10][C:11]=2[O:14][CH2:15][S:16][CH3:17])[C:6]1=[O:18])(=O)[CH3:2].[H-].[H-].[H-].[H-].[Li+].[Al+3].[O-]S([O-])(=O)=O.[Na+].[Na+]>C1COCC1>[CH2:1]([NH:4][C@@H:5]1[CH2:13][C:12]2[C:7](=[CH:8][CH:9]=[CH:10][C:11]=2[O:14][CH2:15][S:16][CH3:17])[C@H:6]1[OH:18])[CH3:2] |f:1.2.3.4.5.6,7.8.9|. Reported procedure: The residue from Step D is dissolved in 50 ml of THF and added to 3.8 g (0.1 m) of LiAlH4 in 50 ml of THF dropwise. The mixture is refluxed for one hour after completion of the addition. The mixture is cooled and sufficient saturated aqueous Na2SO4 solution is added to quench the excess LiAlH4. Methylene chloride and solid anhydrous Na2SO4 is added and the mixture is filtered. Concentration provides the crude product. The reactants are ClCc1ccc(Cl)c(Cl)c1, Clc1ccc(COC2CN(C(c3ccccc3)c3ccccc3)C2)cc1, OC1CN(C(c2ccccc2)c2ccccc2)C1. Yields the product Clc1ccc(COC2CN(C(c3ccccc3)c3ccccc3)C2)cc1Cl. RXN SMILES: [Cl:19][CH2:20][c:21]1[cH:22][c:23]([Cl:28])[c:24]([Cl:27])[cH:25][cH:26]1.[Cl:29][c:30]1[cH:31][cH:32][c:33]([CH2:34][O:35][CH:36]2[CH2:37][N:38]([CH:39]([c:40]3[cH:41][cH:42][cH:43][cH:44][cH:45]3)[c:46]3[cH:47][cH:48][cH:49][cH:50][cH:51]3)[CH2:52]2)[cH:53][cH:54]1.[c:1]1([CH:7]([N:8]2[CH2:9][CH:10]([OH:12])[CH2:11]2)[c:13]2[cH:14][cH:15][cH:16][cH:17][cH:18]2)[cH:2][cH:3][cH:4][cH:5][cH:6]1>>[c:1]1([CH:7]([N:8]2[CH2:9][CH:10]([O:12][CH2:20][c:21]3[cH:22][c:23]([Cl:28])[c:24]([Cl:27])[cH:25][cH:26]3)[CH2:11]2)[c:13]2[cH:14][cH:15][cH:16][cH:17][cH:18]2)[cH:2][cH:3][cH:4][cH:5][cH:6]1. Procedure details: 1.20 Grams of methyl p-tolylthiomethyl sulfoxide was dissolved in 15 ml of THF, and added with 165 mg of sodium hydride under cooling with ice, followed by stirring for an hour at room temperature. Then 1 ml of benzonitrile was added to the solution, and stirred for 16.5 hours at room temperature and for 5 hours at 60° C., followed by addition of methylene chloride and 2 ml of water. After drying with Glauber's salt and filtration, the filtrate was concentrated under reduced pressure. The residu... RXN SMILES: [C:1]1([CH3:12])[CH:6]=[CH:5][C:4]([S:7][CH2:8][S:9]([CH3:11])=[O:10])=[CH:3][CH:2]=1.[H-].[Na+].[C:15](#[N:22])[C:16]1[CH:21]=[CH:20][CH:19]=[CH:18][CH:17]=1.C(Cl)Cl>C1COCC1.O>[CH3:11][S:9]([C:8]([S:7][C:4]1[CH:5]=[CH:6][C:1]([CH3:12])=[CH:2][CH:3]=1)=[C:15]([NH2:22])[C:16]1[CH:21]=[CH:20][CH:19]=[CH:18][CH:17]=1)=[O:10] |f:1.2|. The product is CS(=O)C(=C(C1=CC=CC=C1)N)SC1=CC=C(C=C1)C (1-methylsulfinyl-1-(p-tolylthio)-2-amino-2-phenylethylene). Solvent: O (water), C1CCOC1 (THF). The reactants are C(Cl)Cl (methylene chloride), C1(=CC=C(C=C1)SCS(=O)C)C (methyl p-tolylthiomethyl sulfoxide), C(C1=CC=CC=C1)#N (benzonitrile), [H-].[Na+] (sodium hydride). Starting materials: ClC=1C=C(C=CC1C(=O)N1[C@@H](CCC[C@@H]1C)C)C1=C(C=CC(=C1)Cl)OCC(=O)O ([[3′,5-dichloro-4′-[[(2R,6S)-2,6-dimethyl-1-piperidinyl]carbonyl][1,1′-biphenyl]-2-yl]oxy]-acetic acid), O1NCCC1 (isoxazolidine). The product is ClC=1C=C(C=CC1C(=O)N1OCCC1)C1=C(C=CC(=C1)Cl)OC (2-[(3,5′-dichloro-2′-methoxy[1,1′-biphenyl]-4-yl)carbonyl]-isoxazolidine). As a reaction SMILES: [Cl:1][C:2]1[CH:3]=[C:4]([C:18]2[CH:23]=[C:22]([Cl:24])[CH:21]=[CH:20][C:19]=2[O:25][CH2:26]C(O)=O)[CH:5]=[CH:6][C:7]=1[C:8]([N:10]1[C@@H:15](C)[CH2:14][CH2:13]C[C@H]1C)=[O:9].[O:30]1CCCN1>>[Cl:1][C:2]1[CH:3]=[C:4]([C:18]2[CH:23]=[C:22]([Cl:24])[CH:21]=[CH:20][C:19]=2[O:25][CH3:26])[CH:5]=[CH:6][C:7]=1[C:8]([N:10]1[CH2:15][CH2:14][CH2:13][O:30]1)=[O:9]. Procedure details: The sub-title compound was prepared by the method of example 21 step b) using the product of example 21 step a) and isoxazolidine. Reactants: ClC1=C(N)C(=CC=C1)NCC1=CC=C(C=C1)OC1=CC=C(C=C1)OS(=O)(=O)C(F)(F)F (2-chloro-6-[4-(4-trifluoromethylsulfonyloxyphenoxy)benzylamino]aniline), C(C)(=O)O (acetic acid). Run at time 10 minute. Yields the product ClC1=CC=CC=2N(C(=NC21)C)CC2=CC=C(C=C2)OC2=CC=C(C=C2)OS(=O)(=O)C(F)(F)F (4-chloro-2-methyl-1-[4-(4-trifluoromethylsulfonyloxyphenoxy)benzyl]benzimidazole). Reaction SMILES: [Cl:1][C:2]1[CH:8]=[CH:7][CH:6]=[C:5]([NH:9][CH2:10][C:11]2[CH:16]=[CH:15][C:14]([O:17][C:18]3[CH:23]=[CH:22][C:21]([O:24][S:25]([C:28]([F:31])([F:30])[F:29])(=[O:27])=[O:26])=[CH:20][CH:19]=3)=[CH:13][CH:12]=2)[C:3]=1[NH2:4].[C:32](O)(=O)[CH3:33]>>[Cl:1][C:2]1[C:3]2[N:4]=[C:32]([CH3:33])[N:9]([CH2:10][C:11]3[CH:16]=[CH:15][C:14]([O:17][C:18]4[CH:23]=[CH:22][C:21]([O:24][S:25]([C:28]([F:30])([F:29])[F:31])(=[O:27])=[O:26])=[CH:20][CH:19]=4)=[CH:13][CH:12]=3)[C:5]=2[CH:6]=[CH:7][CH:8]=1. Procedure: A mixture of 2-chloro-6-[4-(4-trifluoromethylsulfonyloxyphenoxy)benzylamino]aniline (300 mg) and acetic acid (5 ml) was heated under reflux for 6 hours. The reaction mixture was cooled to room temperature, excessive acetic acid was removed by distillation under reduced pressure, and toluene (100 ml) and a 5% sodium hydroxide solution (50 ml) were added thereto, followed by stirring for 10 minutes. The toluene layer was separated, washed with water, dried over anhydrous sodium sulfate and distill... Reactants: C1CC2(CCN1)OCCO2, Cc1ccccc1, O=C(Cl)C(Cl)Cl. The product is O=C(C(Cl)Cl)N1CCC2(CC1)OCCO2. RXN SMILES: [CH2:7]1[CH2:8][O:9][C:10]2([CH2:11][CH2:12][NH:13][CH2:14][CH2:15]2)[O:16]1.[CH3:17][c:18]1[cH:19][cH:20][cH:21][cH:22][cH:23]1.[Cl:1][CH:2]([Cl:3])[C:4]([Cl:5])=[O:6]>>[Cl:1][CH:2]([Cl:3])[C:4](=[O:6])[N:13]1[CH2:12][CH2:11][C:10]2([O:9][CH2:8][CH2:7][O:16]2)[CH2:15][CH2:14]1. The reactants are C(C)N1N=CC=2C1=NC(=C(C2NC2CCOCC2)CNC(C2=CC(=CC=C2)CC(C)=O)=O)CC (N-[[1,6-Diethyl-4-[(tetrahydro-2H-pyran-4-yl)amino]-1H-pyrazolo[3,4-b]pyridin-5-yl]methyl]-3-(2-oxopropyl)benzamide), OCCCC#CC1=CC=C(C(=O)O)C=C1 (4-(5-Hydroxypent-1-yn-1-yl)benzoic acid), C28H36N5O3. Yields the product C(C)N1N=CC=2C1=NC(=C(C2NC2CCOCC2)CNC(C2=CC=C(C=C2)C#CCCCO)=O)CC (N-[[1,6-Diethyl-4-[(tetrahydro-2H-pyran-4-yl)amino]-1H-pyrazolo[3,4-b]pyridin-5-yl]methyl]-4-(5-hydroxypent-1-yn-1-yl)benzamide). RXN SMILES: [CH2:1]([N:3]1[C:7]2=[N:8][C:9]([CH2:33][CH3:34])=[C:10]([CH2:19][NH:20][C:21](=[O:32])[C:22]3[CH:27]=[CH:26][CH:25]=[C:24](CC(=O)C)[CH:23]=3)[C:11]([NH:12][CH:13]3[CH2:18][CH2:17][O:16][CH2:15][CH2:14]3)=[C:6]2[CH:5]=[N:4]1)[CH3:2].[OH:35][CH2:36][CH2:37][CH2:38][C:39]#[C:40]C1C=CC(C(O)=O)=CC=1>>[CH2:1]([N:3]1[C:7]2=[N:8][C:9]([CH2:33][CH3:34])=[C:10]([CH2:19][NH:20][C:21](=[O:32])[C:22]3[CH:23]=[CH:24][C:25]([C:40]#[C:39][CH2:38][CH2:37][CH2:36][OH:35])=[CH:26][CH:27]=3)[C:11]([NH:12][CH:13]3[CH2:18][CH2:17][O:16][CH2:15][CH2:14]3)=[C:6]2[CH:5]=[N:4]1)[CH3:2]. Procedure details: The title compound was synthesized in a manner analogous to that described for Intermediate 29, using Intermediate 21 in place of 3-(2-oxopropyl)benzoic acid. ES/MS calcd. for C28H36N5O3+ 490.3. found m/z=490.4 (M+H)+. Reactants: COC(=O)CCC1CCC(N2C(=O)CN(c3ccc4c(c3)CCN(C(=O)C(F)(F)F)CC4)C2=O)CC1, CO, Cl. Yields the product COC(=O)CCC1CCC(N2C(=O)CN(c3ccc4c(c3)CCNCC4)C2=O)CC1, Cl. RXN SMILES: [CH3:2][O:3][C:4](=[O:5])[CH2:6][CH2:7][CH:8]1[CH2:9][CH2:10][CH:11]([N:14]2[C:15](=[O:37])[N:16]([c:20]3[cH:21][c:22]4[c:23]([cH:35][cH:36]3)[CH2:24][CH2:25][N:26]([C:29](=[O:30])[C:31]([F:32])([F:33])[F:34])[CH2:27][CH2:28]4)[CH2:17][C:18]2=[O:19])[CH2:12][CH2:13]1.[CH3:38][OH:39].[ClH:1]>>[CH3:2][O:3][C:4](=[O:5])[CH2:6][CH2:7][CH:8]1[CH2:9][CH2:10][CH:11]([N:14]2[C:15](=[O:37])[N:16]([c:20]3[cH:21][c:22]4[c:23]([cH:35][cH:36]3)[CH2:24][CH2:25][NH:26][CH2:27][CH2:28]4)[CH2:17][C:18]2=[O:19])[CH2:12][CH2:13]1.[ClH:1].